The task is: describe an organic reaction: reactants, conditions, products, and yield. This data is from the Open Reaction Database (ORD), a public repository of structured organic reaction records. The reactants are O (water), C1(=CC=CC=C1)C(CC(=O)N1CCNCC1)C1=CC=CC=C1 (3,3-diphenyl-1-piperazin-1-yl-propan-1-one), BrCC(=O)OCC (ethyl bromoacetate), C(=O)([O-])[O-].[K+].[K+] (K2CO3). The solvent is CN(C)C=O (DMF). Run at temperature 70 celsius. The product is C(C)OC(CN1CCN(CC1)C(CC(C1=CC=CC=C1)C1=CC=CC=C1)=O)=O ([4-(3,3-diphenyl-propionyl)-piperazin-1-yl]-acetic acid ethyl ester). Yield: 60.0%. Reaction SMILES: [C:1]1([CH:7]([C:17]2[CH:22]=[CH:21][CH:20]=[CH:19][CH:18]=2)[CH2:8][C:9]([N:11]2[CH2:16][CH2:15][NH:14][CH2:13][CH2:12]2)=[O:10])[CH:6]=[CH:5][CH:4]=[CH:3][CH:2]=1.Br[CH2:24][C:25]([O:27][CH2:28][CH3:29])=[O:26].C([O-])([O-])=O.[K+].[K+].O>CN(C=O)C>[CH2:28]([O:27][C:25](=[O:26])[CH2:24][N:14]1[CH2:13][CH2:12][N:11]([C:9](=[O:10])[CH2:8][CH:7]([C:1]2[CH:2]=[CH:3][CH:4]=[CH:5][CH:6]=2)[C:17]2[CH:22]=[CH:21][CH:20]=[CH:19][CH:18]=2)[CH2:16][CH2:15]1)[CH3:29] |f:2.3.4|. Reported procedure: To a solution of 3,3-diphenyl-1-piperazin-1-yl-propan-1-one (2.0 g, 6.79 mmol) and ethyl bromoacetate (0.94 ml, 8.49 mmol) in dry DMF (15 ml) was added K2CO3 (2.7 g, 19.53 mmol) and the mixture was heated to 70° C. overnight. Reaction mixture was cooled and water (32 ml) was added. The product was extracted with ether, dried and evaporated. The residue was purified by column chromatography using hexane:ethyl acetate (1:4) to give the desired product in 60% yield.